From a dataset of the Open Reaction Database (ORD), a public repository of structured organic reaction records. describe an organic reaction: reactants, conditions, products, and yield The reactants are Cc1cccc(Br)n1, Cc1ccsc1Br, C1CCOC1, CC(C)[N-]C(C)C, [Li+], c1ccc(P(c2ccccc2)(c2ccccc2)[Pd](P(c2ccccc2)(c2ccccc2)c2ccccc2)(P(c2ccccc2)(c2ccccc2)c2ccccc2)P(c2ccccc2)(c2ccccc2)c2ccccc2)cc1. The product is Cc1cccc(-c2cc(C)c(Br)s2)n1. Reaction SMILES: [Br:16][c:17]1[n:18][c:19]([CH3:23])[cH:20][cH:21][cH:22]1.[Br:9][c:10]1[s:11][cH:12][cH:13][c:14]1[CH3:15].[CH2:101]1[O:102][CH2:103][CH2:104][CH2:105]1.[CH:1]([N-:2][CH:3]([CH3:4])[CH3:5])([CH3:6])[CH3:7].[Li+:8].[cH:24]1[cH:25][cH:26][c:27]([P:28]([Pd:29]([P:30]([c:31]2[cH:32][cH:33][cH:34][cH:35][cH:36]2)([c:37]2[cH:38][cH:39][cH:40][cH:41][cH:42]2)[c:43]2[cH:44][cH:45][cH:46][cH:47][cH:48]2)([P:49]([c:50]2[cH:51][cH:52][cH:53][cH:54][cH:55]2)([c:56]2[cH:57][cH:58][cH:59][cH:60][cH:61]2)[c:62]2[cH:63][cH:64][cH:65][cH:66][cH:67]2)[P:68]([c:69]2[cH:70][cH:71][cH:72][cH:73][cH:74]2)([c:75]2[cH:76][cH:77][cH:78][cH:79][cH:80]2)[c:81]2[cH:82][cH:83][cH:84][cH:85][cH:86]2)([c:87]2[cH:88][cH:89][cH:90][cH:91][cH:92]2)[c:93]2[cH:94][cH:95][cH:96][cH:97][cH:98]2)[cH:99][cH:100]1>>[Br:9][c:10]1[s:11][c:12](-[c:17]2[n:18][c:19]([CH3:23])[cH:20][cH:21][cH:22]2)[cH:13][c:14]1[CH3:15]. Reactants: [BH4-], O=Cc1cc(Br)cc2c1OCC2, CCO, Cl, [Na+], C1CCOC1. Product: OCc1cc(Br)cc2c1OCC2. RXN SMILES: [BH4-:13].[Br:1][c:2]1[cH:3][c:4]2[c:5]([c:9]([CH:11]=[O:12])[cH:10]1)[O:6][CH2:7][CH2:8]2.[CH3:21][CH2:22][OH:23].[ClH:15].[Na+:14].[O:16]1[CH2:17][CH2:18][CH2:19][CH2:20]1>>[Br:1][c:2]1[cH:3][c:4]2[c:5]([c:9]([CH2:11][OH:12])[cH:10]1)[O:6][CH2:7][CH2:8]2. Reactants: C(C(=O)Cl)(=O)Cl (oxalyl chloride), C1=CC=CC=2C3=CC=CC=C3C(C12)COC(=O)NC1=CC=C(C=C1)SC1=C(C=C(C(=O)O)C=C1)[N+](=O)[O-] (4-[4-(9H-Fluoren-9-ylmethoxycarbonylamino)-phenylsulfanyl]-3-nitro-benzoic acid). The reagents and catalysts are CN(C=O)C (N,N-dimethylformamide). The solvent is C(Cl)Cl (methylene chloride), O1CCCC1 (tetrahydrofuran). Run at time 2 hour. Yields the product C1=CC=CC=2C3=CC=CC=C3C(C12)COC(NC1=CC=C(C=C1)SC1=C(C=C(C=C1)C(=O)Cl)[N+](=O)[O-])=O ([4-(4-Chlorocarbonyl-2-nitro-phenylsulfanyl)-phenyl]-carbamic acid 9H-fluoren-9-ylmethyl ester). Isolated yield 110.2%. As a reaction SMILES: [CH:1]1[C:13]2[CH:12]([CH2:14][O:15][C:16]([NH:18][C:19]3[CH:24]=[CH:23][C:22]([S:25][C:26]4[CH:34]=[CH:33][C:29]([C:30](O)=[O:31])=[CH:28][C:27]=4[N+:35]([O-:37])=[O:36])=[CH:21][CH:20]=3)=[O:17])[C:11]3[C:6](=[CH:7][CH:8]=[CH:9][CH:10]=3)[C:5]=2[CH:4]=[CH:3][CH:2]=1.C(Cl)(=O)C([Cl:41])=O>C(Cl)Cl.O1CCCC1.CN(C)C=O>[CH:1]1[C:13]2[CH:12]([CH2:14][O:15][C:16](=[O:17])[NH:18][C:19]3[CH:24]=[CH:23][C:22]([S:25][C:26]4[CH:34]=[CH:33][C:29]([C:30]([Cl:41])=[O:31])=[CH:28][C:27]=4[N+:35]([O-:37])=[O:36])=[CH:21][CH:20]=3)[C:11]3[C:6](=[CH:7][CH:8]=[CH:9][CH:10]=3)[C:5]=2[CH:4]=[CH:3][CH:2]=1. Procedure: A suspension of the product of Example 19B (500 mg, 0.976 mmol) in anhydrous methylene chloride (10 mL) and tetrahydrofuran (5 mL) was treated with oxalyl chloride (2M in methylene chloride, 0.976 mL, 1.951 mmol) and N,N-dimethylformamide (3 drops), and the resulting solution was stirred under a nitrogen atmosphere for 2 hours at room temperature. The solvent was removed by rotary evaporation in vacuo and the residue dried on hi-vacuum to give the title compound as a yellow solid (0.571 g). Reactants: [BH4-], CO, CC(C)N1C(=O)c2ccccc2C1=O, [K+]. The product is CC(C)N1C(=O)c2ccccc2C1O. RXN SMILES: [BH4-:17].[CH3:15][OH:16].[CH:1]([CH3:2])([CH3:3])[N:4]1[C:5](=[O:14])[c:6]2[c:7]([cH:10][cH:11][cH:12][cH:13]2)[C:8]1=[O:9].[K+:18]>>[CH:1]([CH3:2])([CH3:3])[N:4]1[C:5](=[O:14])[c:6]2[c:7]([cH:10][cH:11][cH:12][cH:13]2)[CH:8]1[OH:9].